From a dataset of the Open Reaction Database (ORD), a public repository of structured organic reaction records. describe an organic reaction: reactants, conditions, products, and yield Reactants: Cl.N[C@H]([C@@H](CO)O)C1=CC(=C(C=C1)Cl)Cl ((2S,3S)-3-amino-3-(3,4-dichlorophenyl)propane-1,2-diol hydrochloride), TEA, C(=O)(O)[O-].[Na+] (NaHCO3), [Si](C)(C)(C(C)(C)C)OS(=O)(=O)C(F)(F)F (TBDMSOTf). Solvent: C(Cl)Cl (DCM). Reaction conditions: time 30 minute. The product is [Si](C)(C)(C(C)(C)C)O[C@@H]([C@@H](N)C1=CC(=C(C=C1)Cl)Cl)CO[Si](C)(C)C(C)(C)C ((1S,2S)-2,3-bis-(tert-butyldimethylsilyloxy)-1-(3,4-dichlorophenyl)propan-1-amine). Isolated yield 32.9%. Reaction SMILES: Cl.[NH2:2][C@@H:3]([C:8]1[CH:13]=[CH:12][C:11]([Cl:14])=[C:10]([Cl:15])[CH:9]=1)[C@H:4]([OH:7])[CH2:5][OH:6].[Si:16](OS(C(F)(F)F)(=O)=O)([C:19]([CH3:22])([CH3:21])[CH3:20])([CH3:18])[CH3:17].C([O-])(O)=O.[Na+]>C(Cl)Cl>[Si:16]([O:7][C@H:4]([CH2:5][O:6][Si:16]([C:19]([CH3:22])([CH3:21])[CH3:20])([CH3:18])[CH3:17])[C@H:3]([C:8]1[CH:13]=[CH:12][C:11]([Cl:14])=[C:10]([Cl:15])[CH:9]=1)[NH2:2])([C:19]([CH3:22])([CH3:21])[CH3:20])([CH3:18])[CH3:17] |f:0.1,3.4|. Procedure: To a solution of 252 (0.50 g, 1.83 mmol) and DCM (5 mL) at RT was added TEA (1.28 mL, 9.17 mmol) followed by TBDMSOTf (1.05 mL, 4.59 mmol) and the reaction was stirred for 30 min. The reaction poured into aq. NaHCO3 and extracted with DCM. The combined extracts were dried (MgSO4), filtered and concentrated in vacuo. The crude product was purified by SiO2 chromatography eluting with hexane/EtOAc/DCM (8:1:1) to afford 0.280 g (32.9%) of (1S,2S)-2,3-bis-(tert-butyldimethylsilyloxy)-1-(3,4-dichlorop... Reactants: [Al+3], O=C(O)CCCc1cc(Cl)ccc1OCCc1ccccc1, [H-], [H-], [H-], [H-], [H][H], [Li+], N, C1CCOC1. Yields the product OCCCCc1cc(Cl)ccc1OCCc1ccccc1. As a reaction SMILES: [Al+3:3].[Cl:7][c:8]1[cH:9][cH:10][c:11]([O:20][CH2:21][CH2:22][c:23]2[cH:24][cH:25][cH:26][cH:27][cH:28]2)[c:12]([CH2:14][CH2:15][CH2:16][C:17](=[O:18])[OH:19])[cH:13]1.[H-:1].[H-:4].[H-:5].[H-:6].[H:30][H:31].[Li+:2].[NH3:29].[O:32]1[CH2:33][CH2:34][CH2:35][CH2:36]1>>[Cl:7][c:8]1[cH:9][cH:10][c:11]([O:20][CH2:21][CH2:22][c:23]2[cH:24][cH:25][cH:26][cH:27][cH:28]2)[c:12]([CH2:14][CH2:15][CH2:16][CH2:17][OH:18])[cH:13]1. The reactants are CC(C)(O)c1ccc2c(c1)C(=CCCBr)c1cccnc1CO2, CC(C)O, NCCNc1ccc(Cl)cc1, [I-], [K+], Cc1cccc(C)n1. Yields the product CC(C)(O)c1ccc2c(c1)C(=CCCNCCNc1ccc(Cl)cc1)c1cccnc1CO2. Reaction SMILES: [Br:22][CH2:23][CH2:24][CH:25]=[C:26]1[c:27]2[c:28]([cH:37][cH:38][c:39]([C:41]([CH3:42])([CH3:43])[OH:44])[cH:40]2)[O:29][CH2:30][c:31]2[c:32]1[cH:33][cH:34][cH:35][n:36]2.[CH:45]([OH:46])([CH3:47])[CH3:48].[Cl:1][c:2]1[cH:3][cH:4][c:5]([NH:8][CH2:9][CH2:10][NH2:11])[cH:6][cH:7]1.[I-:21].[K+:20].[n:12]1[c:13]([CH3:14])[cH:15][cH:16][cH:17][c:18]1[CH3:19]>>[Cl:1][c:2]1[cH:3][cH:4][c:5]([NH:8][CH2:9][CH2:10][NH:11][CH2:23][CH2:24][CH:25]=[C:26]2[c:27]3[c:28]([cH:37][cH:38][c:39]([C:41]([CH3:42])([CH3:43])[OH:44])[cH:40]3)[O:29][CH2:30][c:31]3[c:32]2[cH:33][cH:34][cH:35][n:36]3)[cH:6][cH:7]1. Reactants: COC(CCC1=C(C=C(C=C1)OC1=CC(=CC=C1)Br)C)=O (3-[4-(3-bromo-phenoxy)-2-methyl-phenyl]-propionic acid methyl ester), C(C)C1=CC(=C(C=C1)O)OC1=CC=CC=C1 (4-ethyl-2-phenoxy-phenol), C30H28O5. Product: C(C)C1=CC(=C(OC=2C=C(OC3=CC(=C(C=C3)CCC(=O)O)C)C=CC2)C=C1)OC1=CC=CC=C1 (3-{4-[3-(4-Ethyl-2-phenoxy-phenoxy)-phenoxy]-2-methyl-phenyl}-propionic acid). Reaction SMILES: C[O:2][C:3](=[O:21])[CH2:4][CH2:5][C:6]1[CH:11]=[CH:10][C:9]([O:12][C:13]2[CH:18]=[CH:17][CH:16]=[C:15](Br)[CH:14]=2)=[CH:8][C:7]=1[CH3:20].[CH2:22]([C:24]1[CH:29]=[CH:28][C:27]([OH:30])=[C:26]([O:31][C:32]2[CH:37]=[CH:36][CH:35]=[CH:34][CH:33]=2)[CH:25]=1)[CH3:23]>>[CH2:22]([C:24]1[CH:29]=[CH:28][C:27]([O:30][C:15]2[CH:14]=[C:13]([CH:18]=[CH:17][CH:16]=2)[O:12][C:9]2[CH:10]=[CH:11][C:6]([CH2:5][CH2:4][C:3]([OH:2])=[O:21])=[C:7]([CH3:20])[CH:8]=2)=[C:26]([O:31][C:32]2[CH:37]=[CH:36][CH:35]=[CH:34][CH:33]=2)[CH:25]=1)[CH3:23]. Reported procedure: The title compound is prepared by reacting the compound of 3-[4-(3-bromo-phenoxy)-2-methyl-phenyl]-propionic acid methyl ester with 4-ethyl-2-phenoxy-phenol as in Example 18 to afford 0.200 g (35%). 1H NMR (400 MHz, CDCl3); MS (ES+) m/z mass calculated for C30H28O5 468, found 469 (M+1, 100%). The reactants are C(C)(C)(C)OC(=O)NCC(=O)N(C)CC=1C=C(C=CC1)C1=CC=C(C=C1)N1CCN(CC1)C(=O)OCC1=CC=CC=C1 (Benzyl 4-[3′-({[N-(tert-butoxycarbonyl)glycyl](methyl)amino}methyl)biphenyl-4-yl]piperazine-1-carboxylate). The reagents and catalysts are [Pd] (Pd—C). Run in CO (MeOH), C1CCOC1 (THF). Run at time 1 day. Product: CN(C(CNC(OC(C)(C)C)=O)=O)CC=1C=C(C=CC1)C1=CC=C(C=C1)N1CCNCC1 (tert-butyl (2-{methyl [(4′-piperazin-1-ylbiphenyl-3-yl)methyl]amino}-2-oxoethyl)carbamate). The yield is 74.9%. As a reaction SMILES: [C:1]([O:5][C:6]([NH:8][CH2:9][C:10]([N:12]([CH2:14][C:15]1[CH:16]=[C:17]([C:21]2[CH:26]=[CH:25][C:24]([N:27]3[CH2:32][CH2:31][N:30](C(OCC4C=CC=CC=4)=O)[CH2:29][CH2:28]3)=[CH:23][CH:22]=2)[CH:18]=[CH:19][CH:20]=1)[CH3:13])=[O:11])=[O:7])([CH3:4])([CH3:3])[CH3:2]>CO.C1COCC1.[Pd]>[CH3:13][N:12]([CH2:14][C:15]1[CH:16]=[C:17]([C:21]2[CH:22]=[CH:23][C:24]([N:27]3[CH2:32][CH2:31][NH:30][CH2:29][CH2:28]3)=[CH:25][CH:26]=2)[CH:18]=[CH:19][CH:20]=1)[C:10](=[O:11])[CH2:9][NH:8][C:6](=[O:7])[O:5][C:1]([CH3:4])([CH3:2])[CH3:3]. Procedure: Benzyl 4-[3′-({[N-(tert-butoxycarbonyl)glycyl](methyl)amino}methyl)biphenyl-4-yl]piperazine-1-carboxylate (1.5 g) was dissolved in a mixed solution of MeOH (15 ml) and THF (15 ml). 10% Pd—C (150 mg) was added thereto, followed by stirring at room temperature for 1 day under a hydrogen atmosphere. The reaction mixture was filtered using Celite as a filtration assistant, and the filtrate was concentrated under reduced pressure. The obtained residue was purified by silica gel column chromatography ...